Dataset: the Open Reaction Database (ORD), a public repository of structured organic reaction records. Task: describe an organic reaction: reactants, conditions, products, and yield Yield: 103.7%. The reactants are C(C)C=1C=CC2=C(SC(=C2)C(=O)OCC)C1 (6-ethyl-2-ethoxycarbonylbenzo[b]thiophene), O.[OH-].[Li+] (lithium hydroxide monohydrate). As a reaction SMILES: [CH2:1]([C:3]1[CH:4]=[CH:5][C:6]2[CH:10]=[C:9]([C:11]([O:13]CC)=[O:12])[S:8][C:7]=2[CH:16]=1)[CH3:2].O.[OH-].[Li+]>O1CCCC1.CO>[CH2:1]([C:3]1[CH:4]=[CH:5][C:6]2[CH:10]=[C:9]([C:11]([OH:13])=[O:12])[S:8][C:7]=2[CH:16]=1)[CH3:2] |f:1.2.3|. Reported procedure: The above 6-ethyl-2-ethoxycarbonylbenzo[b]thiophene (1.26 g) was dissolved in tetrahydrofuran (4 ml) and methanol (8 ml), and added thereto was lithium hydroxide monohydrate (677 mg), and the mixture was stirred at room temperature overnight. The solvent was evaporated under reduced pressure, and the residue was dissolved in water and the solution was made acidic with a 10% aqueous hydrochloric acid solution. The precipitates were collected by filtration and washed with water to give 6-ethylbenz... Solvent: O1CCCC1 (tetrahydrofuran), CO (methanol). Yields the product C(C)C=1C=CC2=C(SC(=C2)C(=O)O)C1 (6-ethylbenzo[b]thiophen-2-ylcarboxylic acid). Conditions: time 8 hour. The reactants are COC(=O)C1=CC=CC2=CC(=CC=C12)O (6-hydroxy-naphthalene-1-carboxylic acid methyl ester), ClC1=NC=NC(=C1)COC (4-chloro-6-(methoxymethyl)pyrimidine), [O-]P(=O)([O-])[O-].[K+].[K+].[K+] (K3PO4). Run in CN1CCCC1=O (NMP), CCOC(=O)C (EtOAc), O (water). Conditions: temperature 90 celsius, time 4 hour. The product is COC(=O)C1=CC=CC2=CC(=CC=C12)OC1=NC=NC(=C1)COC (6-(6-Methoxymethyl-pyrimidin-4-yloxy)-naphthalene-1-carboxylic acid methyl ester). As a reaction SMILES: [CH3:1][O:2][C:3]([C:5]1[C:14]2[C:9](=[CH:10][C:11]([OH:15])=[CH:12][CH:13]=2)[CH:8]=[CH:7][CH:6]=1)=[O:4].Cl[C:17]1[CH:22]=[C:21]([CH2:23][O:24][CH3:25])[N:20]=[CH:19][N:18]=1.[O-]P([O-])([O-])=O.[K+].[K+].[K+]>CN1C(=O)CCC1.CCOC(C)=O.O>[CH3:1][O:2][C:3]([C:5]1[C:14]2[C:9](=[CH:10][C:11]([O:15][C:17]3[CH:22]=[C:21]([CH2:23][O:24][CH3:25])[N:20]=[CH:19][N:18]=3)=[CH:12][CH:13]=2)[CH:8]=[CH:7][CH:6]=1)=[O:4] |f:2.3.4.5|. Procedure: A suspension of 3.4 g (16.8 mMol) 6-hydroxy-naphthalene-1-carboxylic acid methyl ester (see Step 3.1), 3.2 g (20.2 mMol) 4-chloro-6-(methoxymethyl)pyrimidine (preparation see: BE 64 1253, p. 38; or WO 2002/45652, p. 102) and 7.85 g (37 mMol) K3PO4 in 85 ml NMP is stirred for 4 h at 90° C. The cooled mixture is diluted with 0.4 l EtOAc and 0.4 l water, the aq. phase separated off and extracted twice with EtOAc. The organic layers are washed twice with water and brine, dried (Na2SO4) and concentra... Reactants: ClC1=NC(=NS1)C (5-Chloro-3-methyl-1,2,4-thiadiazole), C(CCC)N (butylamine). The solvent is C(C)O (ethanol). Conditions: time 8 hour. Yields the product C(CCC)NC1=NC(=NS1)C (5-butylamino-3-methyl-1,2,4-thiadiazole). RXN SMILES: Cl[C:2]1[S:6][N:5]=[C:4]([CH3:7])[N:3]=1.[CH2:8]([NH2:12])[CH2:9][CH2:10][CH3:11]>C(O)C>[CH2:8]([NH:12][C:2]1[S:6][N:5]=[C:4]([CH3:7])[N:3]=1)[CH2:9][CH2:10][CH3:11]. Reported procedure: 5-Chloro-3-methyl-1,2,4-thiadiazole (27 g, 0.20 mol) was dissolved in 200 ml ethanol and, under cooling in an ice bath, added to an ethanolic solution of butylamine (44 g, 0.60 mol), stirred at room temperature overnight and evaporated to small bulk. Upon addition of ether a white precipitate of butylamine hydrochloride formed which was filtered off. The yellow filtrate was washed with water, dried over magnesium sulphate, filtered and evaporated to dryness to yield a yellow oil which was distil...